Dataset: the Open Reaction Database (ORD), a public repository of structured organic reaction records. Task: describe an organic reaction: reactants, conditions, products, and yield Starting materials: CCC(C)=O, Cc1ccccc1CCl, Cc1ccccc1, [K+], C1COCCOCCOCCOCCOCCO1, [OH-], O. Yields the product CC(=O)C(C)Cc1ccccc1C. Reaction SMILES: [CH2:31]([CH3:32])[C:33](=[O:34])[CH3:35].[CH3:22][c:23]1[c:24]([CH2:25][Cl:26])[cH:27][cH:28][cH:29][cH:30]1.[CH3:36][c:37]1[cH:38][cH:39][cH:40][cH:41][cH:42]1.[K+:2].[O:4]1[CH2:5][CH2:6][O:7][CH2:8][CH2:9][O:10][CH2:11][CH2:12][O:13][CH2:14][CH2:15][O:16][CH2:17][CH2:18][O:19][CH2:20][CH2:21]1.[OH-:1].[OH2:3]>>[CH3:22][c:23]1[c:24]([CH2:25][CH:31]([CH3:32])[C:33](=[O:34])[CH3:35])[cH:27][cH:28][cH:29][cH:30]1. Reactants: CC1(C)C2CCC1(CS(=O)(=O)O)C(=O)C2, CCO, Cc1ccccc1, CCOC(C)=O, CCCCCC, Nc1ccc(Oc2ccnc(NC(=O)N3CCC(N4CCC(O)CC4)CC3)c2)cc1, O=C(Cc1ccccc1)N=C=S. The product is O=C(Cc1ccccc1)NC(=S)Nc1ccc(Oc2ccnc(NC(=O)N3CCC(N4CCC(O)CC4)CC3)c2)cc1. Reaction SMILES: [C:31]12([CH2:32][S:33]([OH:34])(=[O:35])=[O:36])[C:37]([CH3:38])([CH3:39])[CH:40]([CH2:41][CH2:42]1)[CH2:43][C:44]2=[O:45].[CH3:58][CH2:59][OH:60].[CH3:61][c:62]1[cH:63][cH:64][cH:65][cH:66][cH:67]1.[CH3:68][CH2:69][O:70][C:71](=[O:72])[CH3:73].[CH3:74][CH2:75][CH2:76][CH2:77][CH2:78][CH3:79].[NH2:1][c:2]1[cH:3][cH:4][c:5]([O:6][c:7]2[cH:8][c:9]([NH:13][C:14](=[O:15])[N:16]3[CH2:17][CH2:18][CH:19]([N:22]4[CH2:23][CH2:24][CH:25]([OH:28])[CH2:26][CH2:27]4)[CH2:20][CH2:21]3)[n:10][cH:11][cH:12]2)[cH:29][cH:30]1.[c:46]1([CH2:52][C:53](=[O:54])[N:55]=[C:56]=[S:57])[cH:47][cH:48][cH:49][cH:50][cH:51]1>>[NH:1]([c:2]1[cH:3][cH:4][c:5]([O:6][c:7]2[cH:8][c:9]([NH:13][C:14](=[O:15])[N:16]3[CH2:17][CH2:18][CH:19]([N:22]4[CH2:23][CH2:24][CH:25]([OH:28])[CH2:26][CH2:27]4)[CH2:20][CH2:21]3)[n:10][cH:11][cH:12]2)[cH:29][cH:30]1)[C:56]([NH:55][C:53]([CH2:52][c:46]1[cH:47][cH:48][cH:49][cH:50][cH:51]1)=[O:54])=[S:57]. Starting materials: CC(=O)NC(CS)C(=O)O, C=[N+]=[N-]. Yields the product COC(=O)C(CS)NC(C)=O. RXN SMILES: [CH3:1][C:2](=[O:3])[NH:4][CH:5]([CH2:6][SH:7])[C:8]([OH:9])=[O:10].[N+:11](=[N-:12])=[CH2:13]>>[CH3:1][C:2](=[O:3])[NH:4][CH:5]([CH2:6][SH:7])[C:8](=[O:9])[O:10][CH3:13]. The reactants are OC(CN1CCC(CC1)=O)COC1=C(C=CC=C1)OC (1-[2-hydroxy-3-(2-methoxyphenyloxy)-propyl]-piperidine-4-one), NCCNC1=CC=CC=C1 (N-(2-aminoethyl)-aniline), [H][H] (hydrogen). Reagents/catalysts: [Pt] (platinum on charcoal). Solvent: CO (methanol). Product: OC(CN1CCC(CC1)NCCNC1=CC=CC=C1)COC1=C(C=CC=C1)OC (1-[2-hydroxy-3-(2-methoxyphenyloxy)-propyl]-4-(2-anilino-ethylamino)-piperidine). Reaction SMILES: [OH:1][CH:2]([CH2:11][O:12][C:13]1[CH:18]=[CH:17][CH:16]=[CH:15][C:14]=1[O:19][CH3:20])[CH2:3][N:4]1[CH2:9][CH2:8][C:7](=O)[CH2:6][CH2:5]1.[NH2:21][CH2:22][CH2:23][NH:24][C:25]1[CH:30]=[CH:29][CH:28]=[CH:27][CH:26]=1.[H][H]>CO.[Pt]>[OH:1][CH:2]([CH2:11][O:12][C:13]1[CH:18]=[CH:17][CH:16]=[CH:15][C:14]=1[O:19][CH3:20])[CH2:3][N:4]1[CH2:9][CH2:8][CH:7]([NH:21][CH2:22][CH2:23][NH:24][C:25]2[CH:30]=[CH:29][CH:28]=[CH:27][CH:26]=2)[CH2:6][CH2:5]1. Reported procedure: A solution of 16.7 g of 1-[2-hydroxy-3-(2-methoxyphenyloxy)-propyl]-piperidine-4-one and 10.5 g of N-(2-aminoethyl)-aniline in 250 ml of methanol, with the addition of 1 g of a 5% platinum on charcoal catalyst is hydrogenated at room temperature and under normal pressure until 1 molar equivalent of hydrogen has been taken up. The catalyst is thereafter removed by filtration and the filtrate is concentrated under reduced pressure. The residue is freed from excess starting material in a bulb tube ... Starting materials: FC1=CC=C(C=C1)S(=O)(=O)N[C@@H](CN1C=C(C=2C1=NC=CC2)CC(=O)OC)CCO (methyl [1-((2R)-2-{[(4-fluorophenyl)sulfonyl]amino}-4-hydroxybutyl)-1H-pyrrolo[2,3-b]pyridin-3-yl]acetate), CC(=O)OI1(C=2C=CC=CC2C(=O)O1)(OC(=O)C)OC(=O)C (Dess-Martin reagent). Solvent: ClCCl (dichloromethane). Product: FC1=CC=C(C=C1)S(=O)(=O)N[C@@H](CN1C=C(C=2C1=NC=CC2)CC(=O)OC)CC=O (Methyl [1-((2R)-2-{[(4-fluorophenyl)sulfonyl]amino}-4-oxobutyl)-1H-pyrrolo[2,3-b]pyridin-3-yl]acetate). Yield: 84.6%. RXN SMILES: [F:1][C:2]1[CH:7]=[CH:6][C:5]([S:8]([NH:11][C@H:12]([CH2:28][CH2:29][OH:30])[CH2:13][N:14]2[C:18]3=[N:19][CH:20]=[CH:21][CH:22]=[C:17]3[C:16]([CH2:23][C:24]([O:26][CH3:27])=[O:25])=[CH:15]2)(=[O:10])=[O:9])=[CH:4][CH:3]=1.CC(OI1(OC(C)=O)(OC(C)=O)OC(=O)C2C=CC=CC1=2)=O>ClCCl>[F:1][C:2]1[CH:7]=[CH:6][C:5]([S:8]([NH:11][C@H:12]([CH2:28][CH:29]=[O:30])[CH2:13][N:14]2[C:18]3=[N:19][CH:20]=[CH:21][CH:22]=[C:17]3[C:16]([CH2:23][C:24]([O:26][CH3:27])=[O:25])=[CH:15]2)(=[O:10])=[O:9])=[CH:4][CH:3]=1. Procedure details: To a solution of methyl [1-((2R)-2-{[(4-fluorophenyl)sulfonyl]amino}-4-hydroxybutyl)-1H-pyrrolo[2,3-b]pyridin-3-yl]acetate (0.89 g, 1.9 mmol) in dichloromethane (16 mL) was added Dess-Martin reagent (0.99 g, 2.3 mmol, 1.2 equiv.). After a period of 45 min. the reaction mixture was purified directly by combiflash (20% ethyl acetate in hexane to 100% ethyl acetate) to give 697 mg of the title compound. Reactants: C1CCOC1, [N-]=[N+]=NCc1ccc2ncccc2c1, O, c1ccc(P(c2ccccc2)c2ccccc2)cc1. The product is NCc1ccc2ncccc2c1. Reaction SMILES: [CH2:35]1[O:36][CH2:37][CH2:38][CH2:39]1.[N:1](=[N+:2]=[N-:3])[CH2:4][c:5]1[cH:6][c:7]2[cH:8][cH:9][cH:10][n:11][c:12]2[cH:13][cH:14]1.[OH2:34].[c:15]1([P:16]([c:17]2[cH:18][cH:19][cH:20][cH:21][cH:22]2)[c:23]2[cH:24][cH:25][cH:26][cH:27][cH:28]2)[cH:29][cH:30][cH:31][cH:32][cH:33]1>>[NH2:1][CH2:4][c:5]1[cH:6][c:7]2[cH:8][cH:9][cH:10][n:11][c:12]2[cH:13][cH:14]1.